From a dataset of the Open Reaction Database (ORD), a public repository of structured organic reaction records. describe an organic reaction: reactants, conditions, products, and yield Reactants: FC1=CC2=C(C(=NO2)C2CCNCC2)C=C1 (4-(6-fluoro-1,2-benzisoxazol-3-yl)piperidine), C(=O)([O-])[O-].[K+].[K+] (K2CO3), BrCC(CO)(C)C (3-bromo-2,2-dimethyl-1-propanol). Reagents/catalysts: S(=O)(=O)(O)[O-].C(CCC)[N+](CCCC)(CCCC)CCCC (tetra-butylammonium hydrogen sulfate). Solvent: O (water), C(C)#N (acetonitrile). Product: C(\C=C\C(=O)O)(=O)O.FC1=CC2=C(C(=NO2)C2CCN(CC2)CC(CO)(C)C)C=C1 (3-[4-(6-Fluoro-1,2-benzisoxazol-3-yl)-1-piperidinyl]-2,2-dimethyl-1-propanol fumarate). As a reaction SMILES: [F:1][C:2]1[CH:16]=[CH:15][C:5]2[C:6]([CH:9]3[CH2:14][CH2:13][NH:12][CH2:11][CH2:10]3)=[N:7][O:8][C:4]=2[CH:3]=1.[C:17]([O-:20])([O-:19])=O.[K+].[K+].Br[CH2:24][C:25]([CH3:29])([CH3:28])[CH2:26][OH:27]>S([O-])(O)(=O)=O.C([N+](CCCC)(CCCC)CCCC)CCC.O.C(#N)C>[C:4]([OH:27])(=[O:8])/[CH:5]=[CH:15]/[C:17]([OH:20])=[O:19].[F:1][C:2]1[CH:16]=[CH:15][C:5]2[C:6]([CH:9]3[CH2:10][CH2:11][N:12]([CH2:24][C:25]([CH3:29])([CH3:28])[CH2:26][OH:27])[CH2:13][CH2:14]3)=[N:7][O:8][C:4]=2[CH:3]=1 |f:1.2.3,5.6,9.10|. Reported procedure: A mixture of 4-(6-fluoro-1,2-benzisoxazol-3-yl)piperidine (3.0 g, 13.6 mmol), K2CO3 (12.5 g, 17.5 mmol), 3-bromo-2,2-dimethyl-1-propanol (3 g, 21 mmol, 1.5 eq.), tetra-butylammonium hydrogen sulfate (1 g, phase transfer catalyst) in water (5 ml) and acetonitrile (150 ml) was heated at reflux for 43 days. TLC showed a small spot for the expected product. The mixture was diluted with EtOAc (400 ml) and washed with brine. The organic solution was dried and concentrated to a dark brown mixture. The ... Starting materials: CC(C)(C)[Si](C)(C)Oc1cc(Br)cc(Br)c1, C1CCOC1, [Li]CCCC, CCOC(C)=O, CO, [Cl-], [NH4+], CN(C)C=O. The product is CC(C)(C)[Si](C)(C)Oc1cc(Br)cc(C=O)c1. Reaction SMILES: [C:1]([CH3:2])([CH3:3])([CH3:4])[Si:5]([CH3:6])([CH3:7])[O:8][c:9]1[cH:10][c:11]([Br:16])[cH:12][c:13]([Br:15])[cH:14]1.[CH2:29]1[O:30][CH2:31][CH2:32][CH2:33]1.[CH3:17][CH2:18][CH2:19][CH2:20][Li:21].[CH3:34][CH2:35][O:36][C:37](=[O:38])[CH3:39].[CH3:40][OH:41].[Cl-:27].[NH4+:28].[O:22]=[CH:23][N:24]([CH3:25])[CH3:26]>>[C:1]([CH3:2])([CH3:3])([CH3:4])[Si:5]([CH3:6])([CH3:7])[O:8][c:9]1[cH:10][c:11]([Br:16])[cH:12][c:13]([CH:23]=[O:22])[cH:14]1.